Dataset: the Open Reaction Database (ORD), a public repository of structured organic reaction records. Task: describe an organic reaction: reactants, conditions, products, and yield Reactants: COC1=CC=C(CN2N=CC(=C2)C(CBr)=O)C=C1 (1-(1-(4-methoxybenzyl)-1H-pyrazol-4-yl)-2-bromoethanone), NC(=S)N (thiourea). The solvent is CC(=O)C (acetone). Product: COC1=CC=C(CN2N=CC(=C2)C=2N=C(SC2)N)C=C1 (4-(1-(4-methoxybenzyl)-1H-pyrazol-4-yl)thiazol-2-amine). Isolated yield 83.9%. RXN SMILES: [CH3:1][O:2][C:3]1[CH:18]=[CH:17][C:6]([CH2:7][N:8]2[CH:12]=[C:11]([C:13](=O)[CH2:14]Br)[CH:10]=[N:9]2)=[CH:5][CH:4]=1.[NH2:19][C:20]([NH2:22])=[S:21]>CC(C)=O>[CH3:1][O:2][C:3]1[CH:18]=[CH:17][C:6]([CH2:7][N:8]2[CH:12]=[C:11]([C:13]3[N:19]=[C:20]([NH2:22])[S:21][CH:14]=3)[CH:10]=[N:9]2)=[CH:5][CH:4]=1. Procedure: According to Scheme 6, Step 1: A solution of 1-(1-(4-methoxybenzyl)-1H-pyrazol-4-yl)-2-bromoethanone (9.70 mmol, 3.00 g) and of thiourea (9.70 mmol, 739 mg) in acetone (20 mL) was stirred under reflux for 1 hour. After filtration and evaporation of the filtrate, the white solid was partitioned between EtOAc and a saturated solution of Na2CO3. The aqueous phase was extracted with EtOAc. The organic phase was dried over Na2SO4, was filtered and was concentrated to yield 4-(1-(4-methoxybenzyl)-1H-p... Reactants: C(CC(=O)C)(=O)OC (methyl acetoacetate), N (ammonia), [OH-].[Ca+2].[OH-] (calcium hydroxide), C(C(C)C)(=O)Cl (isobutyryl chloride). Run in C(Cl)Cl (methylene chloride), C(C)C(=O)C (methyl ethyl ketone). Procedure details: Under the same conditions as in Example 1, 116 g (1.0 mol) of methyl acetoacetate in a mixture of 520 ml of methylene chloride and 30 ml of methyl ethyl ketone were reacted with 77.8 g (1.05 mol) of calcium hydroxide and 122.6 g (1.15 mol) of isobutyryl chloride. The pH in the subsequent reaction with ammonia was adjusted to 9.2. This gave 136 g (GC purity 79.8%) of methyl isobutyrylacetate (yield 75.4%). The product is C(C(C)C)(=O)CC(=O)OC (methyl isobutyrylacetate). Reaction SMILES: [C:1]([O:7][CH3:8])(=[O:6])[CH2:2]C(C)=O.[OH-].[Ca+2].[OH-].[C:12](Cl)(=[O:16])[CH:13]([CH3:15])[CH3:14].N>C(Cl)Cl.C(C(C)=O)C>[C:12]([CH2:2][C:1]([O:7][CH3:8])=[O:6])(=[O:16])[CH:13]([CH3:15])[CH3:14] |f:1.2.3|. The yield is 94.3%. Reactants: C(C)OC(=O)C1=NN(C(=C1)C1=CC=CC=C1)C (3-ethoxycarbonyl-1-methyl5-phenylpyrazole), ClS(=O)(=O)O (chlorosulfonic acid). Solvent: C(Cl)(Cl)Cl (chloroform), C(Cl)(Cl)Cl (chloroform). Conditions: time 1 hour. Product: C(C)OC(=O)C1=NN(C(=C1S(=O)(=O)O)C1=CC=CC=C1)C (3-ethoxycarbonyl-1-methyl-5-phenylpyrazole-4-sulfonic acid). Reaction SMILES: Cl[S:2]([OH:5])(=[O:4])=[O:3].[CH2:6]([O:8][C:9]([C:11]1[CH:15]=[C:14]([C:16]2[CH:21]=[CH:20][CH:19]=[CH:18][CH:17]=2)[N:13]([CH3:22])[N:12]=1)=[O:10])[CH3:7]>C(Cl)(Cl)Cl>[CH2:6]([O:8][C:9]([C:11]1[C:15]([S:2]([OH:5])(=[O:4])=[O:3])=[C:14]([C:16]2[CH:17]=[CH:18][CH:19]=[CH:20][CH:21]=2)[N:13]([CH3:22])[N:12]=1)=[O:10])[CH3:7]. Procedure details: A solution of 7.5 ml of chlorosulfonic acid and 15 xl of dry chloroform was cooled to 0° C., and a solution of 11.5 g (0.05 mol) of 3-ethoxycarbonyl-1-methyl5-phenylpyrazole in 25 ml of dry chloroform was added dropwise thereinto. Then, the mixture was stirred at room temperature for one hour and under reflux for 3 hours. After the reaction, by evaporation of chloroform, there was obtained oily 3-ethoxycarbonyl-1-methyl-5-phenylpyrazole-4-sulfonic acid. As the next step, at room temperature 20.9... Starting materials: CC(CC(=O)NC=1C=C2C=C(N(C2=CC1)CC1=C(C=CC=C1)F)C(=O)O)(C)C (5-[(3,3-Dimethylbutanoyl)amino]-1-(2-fluorobenzyl)-1H-indole-2-carboxylic acid), CN(CCCN=C=NCC)C (N′-(3-dimethylaminopropyl)-N-ethylcarbodiimide), Cl (HCl), NC1=CC=C(C=C1)NC(OC(C)(C)C)=O (tert-butyl 4-aminophenylcarbamate). Reagents/catalysts: CN(C1=CC=NC=C1)C (4-dimethylaminopyridine). Solvent: CN(C)C=O (DMF). Reaction conditions: time 8 hour. The product is CC(CC(=O)NC=1C=C2C=C(N(C2=CC1)CC1=C(C=CC=C1)F)C(=O)NC1=CC=C(C=C1)NC(OC(C)(C)C)=O)(C)C (tert-Butyl 4-({[5-[(3,3-dimethylbutanoyl)amino]-1-(2-fluorobenzyl)-1H-indol-2-yl]-carbonyl}amino)phenylcarbamate). Reaction SMILES: [CH3:1][C:2]([CH3:28])([CH3:27])[CH2:3][C:4]([NH:6][C:7]1[CH:8]=[C:9]2[C:13](=[CH:14][CH:15]=1)[N:12]([CH2:16][C:17]1[CH:22]=[CH:21][CH:20]=[CH:19][C:18]=1[F:23])[C:11]([C:24]([OH:26])=O)=[CH:10]2)=[O:5].CN(C)CCCN=C=NCC.Cl.[NH2:41][C:42]1[CH:47]=[CH:46][C:45]([NH:48][C:49](=[O:55])[O:50][C:51]([CH3:54])([CH3:53])[CH3:52])=[CH:44][CH:43]=1>CN(C)C1C=CN=CC=1.CN(C=O)C>[CH3:1][C:2]([CH3:27])([CH3:28])[CH2:3][C:4]([NH:6][C:7]1[CH:8]=[C:9]2[C:13](=[CH:14][CH:15]=1)[N:12]([CH2:16][C:17]1[CH:22]=[CH:21][CH:20]=[CH:19][C:18]=1[F:23])[C:11]([C:24]([NH:41][C:42]1[CH:43]=[CH:44][C:45]([NH:48][C:49](=[O:55])[O:50][C:51]([CH3:53])([CH3:52])[CH3:54])=[CH:46][CH:47]=1)=[O:26])=[CH:10]2)=[O:5]. Reported procedure: 50 mg (0.13 mmol) of 5-[(3,3-dimethylbutanoyl)amino]-1-(2-fluorobenzyl)-1H-indole-2-carboxylic acid from Example XXXIX, 37.6 mg (0.20 mmol) of N′-(3-dimethylaminopropyl)-N-ethylcarbodiimide×HCl and 8 mg (0.07 mmol) of 4-dimethylaminopyridine are initially charged in DMF. 32.7 mg (0.16 mmol) of tert-butyl 4-aminophenylcarbamate are added, and the mixture is stirred at RT overnight. For work-up, the mixture is diluted and extracted with aqueous hydrochloric acid and dichloromethane. The organic ph... Starting materials: [Al+3], CCOC(=O)c1cn(Cc2ccccc2)nc1OCc1ccc(OCc2nc(-c3ccco3)oc2C)c(Cl)c1, CCOC(C)=O, [H-], [H-], [H-], [H-], [Li+], [Na+], [Na+], C1CCOC1, O, O, O, O, O, O, O, O, O, O, O=S(=O)([O-])[O-]. The product is Cc1oc(-c2ccco2)nc1COc1ccc(COc2nn(Cc3ccccc3)cc2CO)cc1Cl. RXN SMILES: [Al+3:41].[CH2:1]([c:2]1[cH:3][cH:4][cH:5][cH:6][cH:7]1)[n:8]1[n:9][c:10]([O:18][CH2:19][c:20]2[cH:21][c:22]([Cl:39])[c:23]([O:26][CH2:27][c:28]3[n:29][c:30](-[c:34]4[o:35][cH:36][cH:37][cH:38]4)[o:31][c:32]3[CH3:33])[cH:24][cH:25]2)[c:11]([C:13](=[O:14])[O:15][CH2:16][CH3:17])[cH:12]1.[CH3:68][CH2:69][O:70][C:71](=[O:72])[CH3:73].[H-:40].[H-:43].[H-:44].[H-:45].[Li+:42].[Na+:61].[Na+:62].[O:63]1[CH2:64][CH2:65][CH2:66][CH2:67]1.[OH2:46].[OH2:47].[OH2:48].[OH2:49].[OH2:50].[OH2:51].[OH2:52].[OH2:53].[OH2:54].[OH2:55].[S:56]([O-:57])([O-:58])(=[O:59])=[O:60]>>[CH2:1]([c:2]1[cH:3][cH:4][cH:5][cH:6][cH:7]1)[n:8]1[n:9][c:10]([O:18][CH2:19][c:20]2[cH:21][c:22]([Cl:39])[c:23]([O:26][CH2:27][c:28]3[n:29][c:30](-[c:34]4[o:35][cH:36][cH:37][cH:38]4)[o:31][c:32]3[CH3:33])[cH:24][cH:25]2)[c:11]([CH2:13][OH:14])[cH:12]1. Reactants: COC(=O)C1(CSC(C)(C)C)Cc2ccccc2C1, CO, [Li+], [OH-]. Yields the product CC(C)(C)SCC1(C(=O)O)Cc2ccccc2C1. As a reaction SMILES: [C:1](=[O:2])([O:3][CH3:4])[C:5]1([CH2:14][S:15][C:16]([CH3:17])([CH3:18])[CH3:19])[CH2:6][c:7]2[cH:8][cH:9][cH:10][cH:11][c:12]2[CH2:13]1.[CH3:22][OH:23].[Li+:20].[OH-:21]>>[C:1](=[O:2])([OH:3])[C:5]1([CH2:14][S:15][C:16]([CH3:17])([CH3:18])[CH3:19])[CH2:6][c:7]2[cH:8][cH:9][cH:10][cH:11][c:12]2[CH2:13]1. The reactants are COC(C(C1=C(C=C(C=C1Cl)OCCOC1=CC2=CC=CC=C2C=C1)Cl)=O)=O (2,6-dichloro-4-[2-(2-naphthalenyloxy)ethoxy]-alpha-oxobenzeneacetic acid methyl ester), [OH-].[Na+] (sodium hydroxide). Run in CO (methanol), O1CCCC1 (tetrahydrofuran), O (water). The product is ClC1=C(C(=CC(=C1)OCCOC1=CC2=CC=CC=C2C=C1)Cl)C(C(=O)O)=O (2,6-dichloro-4-[2-(2-naphthalenyloxy)ethoxy]-alpha-oxobenzeneacetic acid). Isolated yield 91.4%. RXN SMILES: C[O:2][C:3](=[O:28])[C:4](=[O:27])[C:5]1[C:10]([Cl:11])=[CH:9][C:8]([O:12][CH2:13][CH2:14][O:15][C:16]2[CH:25]=[CH:24][C:23]3[C:18](=[CH:19][CH:20]=[CH:21][CH:22]=3)[CH:17]=2)=[CH:7][C:6]=1[Cl:26].[OH-].[Na+]>CO.O1CCCC1.O>[Cl:11][C:10]1[CH:9]=[C:8]([O:12][CH2:13][CH2:14][O:15][C:16]2[CH:25]=[CH:24][C:23]3[C:18](=[CH:19][CH:20]=[CH:21][CH:22]=3)[CH:17]=2)[CH:7]=[C:6]([Cl:26])[C:5]=1[C:4](=[O:27])[C:3]([OH:28])=[O:2] |f:1.2|. Procedure: A solution of 2,6-dichloro-4-[2-(2-naphthalenyloxy)ethoxy]-alpha-oxobenzeneacetic acid methyl ester(0.6 g) in warm methanol (10 mL) and tetrahydrofuran (10 mL) was treated with 1N sodium hydroxide (2 mL) and after 10 minutes the mixture was diluted with water and concentrated to remove the organic solvents. The residue was acidified with excess hydrochloric acid and extracted with dichloromethane containing a little tetrahydrofuran. The organic layer was washed with water, dried (Na2SO4), filter...